From a dataset of the Open Reaction Database (ORD), a public repository of structured organic reaction records. describe an organic reaction: reactants, conditions, products, and yield Starting materials: ClC=1C=NC=C(C1SC1=C(C=C(S1)C(=O)Cl)[N+](=O)[O-])Cl (5-[(3,5-dichloro-4-pyridyl)sulfanyl]-4-nitro-thiophene-2-carbonyl chloride), Cl(=O)(=O)O.CS(=O)(=O)C1=CC=C(CN)C=C1 (4-methylsulfonyl-benzylamine hydrogen chloric acid salt). Yields the product ClC=1C=NC=C(C1SC1=C(C=C(S1)C(=O)NCC1=CC=C(C=C1)S(=O)(=O)C)[N+](=O)[O-])Cl (5-((3,5-dichloropyridin-4-yl)thio)-N-(4-(methylsulfonyl)benzyl)-4-nitrothiophene-2-carboxamide), solid. The yield is 39.0%. Reaction SMILES: [Cl:1][C:2]1[CH:3]=[N:4][CH:5]=[C:6]([Cl:20])[C:7]=1[S:8][C:9]1[S:13][C:12]([C:14](Cl)=[O:15])=[CH:11][C:10]=1[N+:17]([O-:19])=[O:18].Cl(O)(=O)=O.[CH3:25][S:26]([C:29]1[CH:36]=[CH:35][C:32]([CH2:33][NH2:34])=[CH:31][CH:30]=1)(=[O:28])=[O:27]>>[Cl:1][C:2]1[CH:3]=[N:4][CH:5]=[C:6]([Cl:20])[C:7]=1[S:8][C:9]1[S:13][C:12]([C:14]([NH:34][CH2:33][C:32]2[CH:31]=[CH:30][C:29]([S:26]([CH3:25])(=[O:28])=[O:27])=[CH:36][CH:35]=2)=[O:15])=[CH:11][C:10]=1[N+:17]([O-:19])=[O:18] |f:1.2|. Procedure details: Prepared according to the procedure described for example 50 from 5-[(3,5-dichloro-4-pyridyl)sulfanyl]-4-nitro-thiophene-2-carbonyl chloride (100 mg, 0.27 mmol) and 4-methylsulfonyl-benzylamine hydrogen chloric acid salt (59 mg, 0.32 mmol). The title compound was obtained as a yellow solid (54 mg, 39% yield). 1H NMR (400 MHz, d6-DMSO) δ: 9.51 (1H, m), 8.99 (2H, s), 8.48 (1H, s), 7.89 (2H, dd), 7.55 (2H, dd), 4.51 (2H, m), 3.18 (3H, s). MS m/z: 515.97, 517.99 [M+H]+. Starting materials: C(C(=C)C)(=O)OCCO (2-hydroxyethyl methacrylate), C(C=C)(=O)O (acrylic acid), C(C(=C)C)(=O)OCC (ethyl methacrylate). The solvent is C(C)C(=O)C (methyl ethyl ketone), C(C)C(=O)C (methyl ethyl ketone). Conditions: temperature 75 celsius, time 4 hour. Product: C(C(=C)C)(=O)OCCO.C(C=C)(=O)O.C(C(=C)C)(=O)OCC (2-hydroxyethyl methacrylate acrylic acid ethyl methacrylate). The yield is 8464.4%. Reaction SMILES: [C:1]([O:6][CH2:7][CH2:8][OH:9])(=[O:5])[C:2]([CH3:4])=[CH2:3].[C:10]([OH:14])(=[O:13])[CH:11]=[CH2:12].[C:15]([O:20][CH2:21][CH3:22])(=[O:19])[C:16]([CH3:18])=[CH2:17]>C(C(C)=O)C>[C:1]([O:6][CH2:7][CH2:8][OH:9])(=[O:5])[C:2]([CH3:4])=[CH2:3].[C:10]([OH:14])(=[O:13])[CH:11]=[CH2:12].[C:15]([O:20][CH2:21][CH3:22])(=[O:19])[C:16]([CH3:18])=[CH2:17] |f:4.5.6|. Reported procedure: Into a reactor were introduced 210 ml of methyl ethyl ketone, 6.9 g of 2-hydroxyethyl methacrylate, 1.9 g of acrylic acid and 21.2 g of ethyl methacrylate. After purging the reactor with nitrogen, the mixture was heated to 75° C. Next, a solution of 3.0 g of dimethyl-2,2'-azobisisobutyrate in 20 ml of methyl ethyl ketone was added thereto and the polymerization was initiated. A monomer solution consisting of 62.1 g of 2-hydroxyethyl methacrylate, 17.2 g of acrylic acid and 190.7 g of ethyl metha... Starting materials: N#Cc1ccc(C(=O)O)cc1C(=O)O, CCO, Cl. As a reaction SMILES: [C:1](#[N:2])[c:3]1[c:4]([C:12](=[O:13])[OH:14])[cH:5][c:6]([C:7](=[O:8])[OH:9])[cH:10][cH:11]1.[CH3:16][CH2:17][OH:18].[ClH:15]>>[CH2:1]([NH2:2])[c:3]1[c:4]([C:12](=[O:13])[OH:14])[cH:5][c:6]([C:7](=[O:8])[OH:9])[cH:10][cH:11]1. Product: NCc1ccc(C(=O)O)cc1C(=O)O. Yields the product Nc1cccc(C(=O)NS(=O)(=O)c2ccccc2)c1. RXN SMILES: [CH3:23][CH2:24][OH:25].[OH2:22].[c:1]1([S:7](=[O:8])(=[O:9])[NH:10][C:11](=[O:12])[c:13]2[cH:14][c:15]([N+:19]([O-:20])=[O:21])[cH:16][cH:17][cH:18]2)[cH:2][cH:3][cH:4][cH:5][cH:6]1>>[c:1]1([S:7](=[O:8])(=[O:9])[NH:10][C:11](=[O:12])[c:13]2[cH:14][c:15]([NH2:19])[cH:16][cH:17][cH:18]2)[cH:2][cH:3][cH:4][cH:5][cH:6]1. Reactants: CCO, O, O=C(NS(=O)(=O)c1ccccc1)c1cccc([N+](=O)[O-])c1. Starting materials: O=Cc1ccc(Br)nc1, C[Sn](C)(C)[Sn](C)(C)C, O=[N+]([O-])c1ccc(Oc2ccnc3cc(I)sc23)c(F)c1, C1COCCO1. Product: O=Cc1ccc(-c2cc3nccc(Oc4ccc([N+](=O)[O-])cc4F)c3s2)nc1. Reaction SMILES: [Br:22][c:23]1[cH:24][cH:25][c:26]([CH:29]=[O:30])[cH:27][n:28]1.[CH3:31][Sn:32]([CH3:33])([CH3:34])[Sn:35]([CH3:36])([CH3:37])[CH3:38].[F:1][c:2]1[c:3]([O:4][c:5]2[c:6]3[c:7]([n:8][cH:9][cH:10]2)[cH:11][c:12]([I:14])[s:13]3)[cH:15][cH:16][c:17]([N+:19](=[O:20])[O-:21])[cH:18]1.[O:39]1[CH2:40][CH2:41][O:42][CH2:43][CH2:44]1>>[F:1][c:2]1[c:3]([O:4][c:5]2[c:6]3[c:7]([n:8][cH:9][cH:10]2)[cH:11][c:12](-[c:23]2[cH:24][cH:25][c:26]([CH:29]=[O:30])[cH:27][n:28]2)[s:13]3)[cH:15][cH:16][c:17]([N+:19](=[O:20])[O-:21])[cH:18]1. Starting materials: C1(=CC=CC=C1)COC(CN(CC(=O)OCC1=CC=CC=C1)C1=CC(=CC(=C1)CCCCCCCCCC)CCCCCCCCCC)=O (N-(3,5-didecylphenyl)-N-[2-(phenylmethoxy)-2-oxoethyl]glycine phenylmethyl ester). The reagents and catalysts are [Pd] (palladium on carbon). The solvent is C1CCOC1 (THF). Reaction conditions: time 5 hour. Yields the product C(=O)(O)CN(CC(=O)O)C1=CC(=CC(=C1)CCCCCCCCCC)CCCCCCCCCC (N-(carboxymethyl)-N-(3,5-didecylphenyl)glycine). The yield is 81.3%. Reaction SMILES: C1(C[O:8][C:9](=[O:49])[CH2:10][N:11]([C:23]2[CH:28]=[C:27]([CH2:29][CH2:30][CH2:31][CH2:32][CH2:33][CH2:34][CH2:35][CH2:36][CH2:37][CH3:38])[CH:26]=[C:25]([CH2:39][CH2:40][CH2:41][CH2:42][CH2:43][CH2:44][CH2:45][CH2:46][CH2:47][CH3:48])[CH:24]=2)[CH2:12][C:13]([O:15]CC2C=CC=CC=2)=[O:14])C=CC=CC=1>[Pd].C1COCC1>[C:9]([CH2:10][N:11]([C:23]1[CH:24]=[C:25]([CH2:39][CH2:40][CH2:41][CH2:42][CH2:43][CH2:44][CH2:45][CH2:46][CH2:47][CH3:48])[CH:26]=[C:27]([CH2:29][CH2:30][CH2:31][CH2:32][CH2:33][CH2:34][CH2:35][CH2:36][CH2:37][CH3:38])[CH:28]=1)[CH2:12][C:13]([OH:15])=[O:14])([OH:49])=[O:8]. Reported procedure: A mixture of 1.65 g of N-(3,5-didecylphenyl)-N-[2-(phenylmethoxy)-2-oxoethyl]glycine phenylmethyl ester and 0.5 g of 10% palladium on carbon in 100 ml of THF was shaken under an initial hydrogen pressure of 53 psi for 5 hours. The catalyst was removed by filtration and the filtrate was concentrated at reduced pressure to a solid which was recrystallized from methanol-water to give 0.98 g (81% yield, mp 78°-81°) of N-(carboxymethyl)-N-(3,5-didecylphenyl)glycine.